Dataset: the Open Reaction Database (ORD), a public repository of structured organic reaction records. Task: describe an organic reaction: reactants, conditions, products, and yield Starting materials: FC(C(=O)O)(F)F (Trifluoroacetic acid), BrC1=C(C=C(C=C1)O[Si](C1=CC=CC=C1)(C1=CC=CC=C1)C(C)(C)C)NCCNC(=O)OC(C)(C)C (1-[2-bromo-5-(tert-butyldiphenylsilyloxy)-phenylamino]-2-tert-butoxycarbonylaminoethane). The solvent is C(Cl)Cl (methylene chloride). Run at time 1 hour. The product is BrC1=C(C=C(C=C1)O[Si](C1=CC=CC=C1)(C1=CC=CC=C1)C(C)(C)C)NCCN (1-[2-bromo-5-(tert-butyldiphenylsilyloxy)-phenylamino]-2-aminoethane). As a reaction SMILES: FC(F)(F)C(O)=O.[Br:8][C:9]1[CH:14]=[CH:13][C:12]([O:15][Si:16]([C:29]([CH3:32])([CH3:31])[CH3:30])([C:23]2[CH:28]=[CH:27][CH:26]=[CH:25][CH:24]=2)[C:17]2[CH:22]=[CH:21][CH:20]=[CH:19][CH:18]=2)=[CH:11][C:10]=1[NH:33][CH2:34][CH2:35][NH:36]C(OC(C)(C)C)=O>C(Cl)Cl>[Br:8][C:9]1[CH:14]=[CH:13][C:12]([O:15][Si:16]([C:29]([CH3:31])([CH3:32])[CH3:30])([C:23]2[CH:24]=[CH:25][CH:26]=[CH:27][CH:28]=2)[C:17]2[CH:18]=[CH:19][CH:20]=[CH:21][CH:22]=2)=[CH:11][C:10]=1[NH:33][CH2:34][CH2:35][NH2:36]. Procedure details: Trifluoroacetic acid is added to a solution of product from Step A in methylene chloride. After one hour at room temperature, the solution is evaporated, and the residue is partitioned between ethyl acetate and saturated aqueous sodium bicarbonate solution. The organic phase is washed with saturated NaCl, dried over magnesium sulfate, filtered and evaporated to provide the title compound. The yield is 32.5%. Solvent: O (water). Conditions: temperature 80 celsius, time 8 hour. Reaction SMILES: CN(C)C=O.Cl[CH2:7][CH2:8][O:9][C:10]1[CH:19]=[C:18]2[C:13]([C:14]([O:20][C:21]3[C:22]([CH3:31])=[N:23][C:24]4[C:29]([CH:30]=3)=[CH:28][CH:27]=[CH:26][CH:25]=4)=[CH:15][CH:16]=[N:17]2)=[CH:12][C:11]=1[O:32][CH3:33].C(=O)([O-])[O-].[K+].[K+].[NH:40]1[CH2:45][CH2:44][CH:43]([C:46]([NH2:48])=[O:47])[CH2:42][CH2:41]1>O>[CH3:33][O:32][C:11]1[CH:12]=[C:13]2[C:18](=[CH:19][C:10]=1[O:9][CH2:8][CH2:7][N:40]1[CH2:45][CH2:44][CH:43]([C:46]([NH2:48])=[O:47])[CH2:42][CH2:41]1)[N:17]=[CH:16][CH:15]=[C:14]2[O:20][C:21]1[C:22]([CH3:31])=[N:23][C:24]2[C:29]([CH:30]=1)=[CH:28][CH:27]=[CH:26][CH:25]=2 |f:2.3.4|. Procedure: N,N-Dimethylformamide (1 ml) was added to 7-(2-chloro-ethoxy)-6-methoxy-4-(2-methyl-quinolin-3-yloxy)-quinoline (compound 353) (50 mg), potassium carbonate (53 mg), and piperidine-4-carboxamide (49 mg), and the mixture was stirred at 80° C. overnight. The reaction solution was cooled to room temperature, water was added to the reaction solution, and the mixture was extracted with chloroform. The chloroform layer was washed with water and was then dried over anhydrous sodium sulfate. The solvent ... The reactants are CN(C=O)C (N,N-Dimethylformamide), ClCCOC1=C(C=C2C(=CC=NC2=C1)OC=1C(=NC2=CC=CC=C2C1)C)OC (7-(2-chloro-ethoxy)-6-methoxy-4-(2-methyl-quinolin-3-yloxy)-quinoline), ClCCOC1=C(C=C2C(=CC=NC2=C1)OC=1C(=NC2=CC=CC=C2C1)C)OC (7-(2-chloro-ethoxy)-6-methoxy-4-(2-methyl-quinolin-3-yloxy)-quinoline), C([O-])([O-])=O.[K+].[K+] (potassium carbonate), N1CCC(CC1)C(=O)N (piperidine-4-carboxamide). Product: COC=1C=C2C(=CC=NC2=CC1OCCN1CCC(CC1)C(=O)N)OC=1C(=NC2=CC=CC=C2C1)C (1-{2-[6-Methoxy-4-(2-methyl-quinolin-3-yloxy)-quinolin-7-yloxy]-ethyl}-piperidine 4-carboxylic Acid Amide). Reactants: COC(=O)c1ccccc1-c1cc(-c2ccc(OC)cc2)on1, CC(=O)O, Cl, O. Yields the product COc1ccc(-c2cc(-c3ccccc3C(=O)O)no2)cc1. Reaction SMILES: [CH3:1][O:2][c:3]1[cH:4][cH:5][c:6](-[c:9]2[cH:10][c:11](-[c:14]3[c:15]([C:16](=[O:17])[O:18][CH3:19])[cH:20][cH:21][cH:22][cH:23]3)[n:12][o:13]2)[cH:7][cH:8]1.[CH3:25][C:26](=[O:27])[OH:28].[ClH:24].[OH2:29]>>[CH3:1][O:2][c:3]1[cH:4][cH:5][c:6](-[c:9]2[cH:10][c:11](-[c:14]3[c:15]([C:16](=[O:17])[OH:18])[cH:20][cH:21][cH:22][cH:23]3)[n:12][o:13]2)[cH:7][cH:8]1. Reactants: CC1CCNCC1 (4-methylpiperidine), CS(=O)(=O)OC(COC1=CC=C(C=C1)C#CC1=NC=C(C=C1)C1=CC=C(C=C1)Cl)C (2-{4-[5-(4-chloro-phenyl)-pyridin-2-ylethynyl]-phenoxy}-1-methyl-ethyl methanesulphonate). The solvent is CN(C)C=O (DMF). Run at temperature 80 celsius, time 6 hour. The product is ClC1=CC=C(C=C1)C=1C=CC(=NC1)C#CC1=CC=C(C=C1)OCC(C)N1CCC(CC1)C (5-(4-chloro-phenyl)-2-{4-[2-(4-methyl-piperidin-1-yl)-propoxy]-phenylethynyl}-pyridine). RXN SMILES: [CH3:1][CH:2]1[CH2:7][CH2:6][NH:5][CH2:4][CH2:3]1.CS(O[CH:13]([CH3:37])[CH2:14][O:15][C:16]1[CH:21]=[CH:20][C:19]([C:22]#[C:23][C:24]2[CH:29]=[CH:28][C:27]([C:30]3[CH:35]=[CH:34][C:33]([Cl:36])=[CH:32][CH:31]=3)=[CH:26][N:25]=2)=[CH:18][CH:17]=1)(=O)=O>CN(C=O)C>[Cl:36][C:33]1[CH:34]=[CH:35][C:30]([C:27]2[CH:28]=[CH:29][C:24]([C:23]#[C:22][C:19]3[CH:18]=[CH:17][C:16]([O:15][CH2:14][CH:13]([N:5]4[CH2:6][CH2:7][CH:2]([CH3:1])[CH2:3][CH2:4]4)[CH3:37])=[CH:21][CH:20]=3)=[N:25][CH:26]=2)=[CH:31][CH:32]=1. Procedure details: 0.21 mL (1.80 mmol) 4-methylpiperidine are added to a solution of 133 mg (0.30 mmol) 2-{4-[5-(4-chloro-phenyl)-pyridin-2-ylethynyl]-phenoxy}-1-methyl-ethyl methanesulphonate in 2 mL DMF and the mixture is stirred for 16 h at 60° C. and 6 h at 80° C. The solvent is eliminated i.vac., the residue is triturated with isopropanol, suction filtered and dried at 30° C. in the circulating air dryer. Reactants: CC(=O)[O-], CC(=O)[O-], CN(C)C=O, [I-], O=C(Nc1ccccc1)c1cn2cc(I)ccc2n1, [Pd+2], c1nc[nH]n1. Yields the product O=C(Nc1ccccc1)c1cn2cc(-c3nc[nH]n3)ccc2n1. Reaction SMILES: [C:26]([O-:27])(=[O:28])[CH3:29].[C:31]([O-:32])(=[O:33])[CH3:34].[CH3:35][N:36]([CH3:37])[CH:38]=[O:39].[I-:20].[I:1][c:2]1[cH:3][cH:4][c:5]2[n:6]([cH:7]1)[cH:8][c:9]([C:11](=[O:12])[NH:13][c:14]1[cH:15][cH:16][cH:17][cH:18][cH:19]1)[n:10]2.[Pd+2:30].[nH:21]1[n:22][cH:23][n:24][cH:25]1>>[c:2]1(-[c:25]2[n:21][nH:22][cH:23][n:24]2)[cH:3][cH:4][c:5]2[n:6]([cH:7]1)[cH:8][c:9]([C:11](=[O:12])[NH:13][c:14]1[cH:15][cH:16][cH:17][cH:18][cH:19]1)[n:10]2.